Task: describe an organic reaction: reactants, conditions, products, and yield. Dataset: the Open Reaction Database (ORD), a public repository of structured organic reaction records Reactants: ClC1=C(C(=O)C2=CC(=C(C=C2)F)[N+](=O)[O-])C=C(C=C1)[N+](=O)[O-] (2-chloro-4'-fluoro-5,3'-dinitro benzophenone), C([O-])([O-])=O.[Na+].[Na+] (sodium carbonate), [H][H] (hydrogen). Reagents/catalysts: [Pd] (palladium/alumina). Run in C(C)O (ethanol). The product is NC=1C=C(C(=O)C2=CC(=CC=C2)N)C=CC1 (3,3'-diamino benzophenone). Reaction SMILES: Cl[C:2]1[CH:19]=[CH:18][C:17]([N+:20]([O-])=O)=[CH:16][C:3]=1[C:4]([C:6]1[CH:11]=[CH:10][C:9](F)=[C:8]([N+:13]([O-])=O)[CH:7]=1)=[O:5].C(=O)([O-])[O-].[Na+].[Na+].[H][H]>[Pd].C(O)C>[NH2:13][C:8]1[CH:7]=[C:6]([CH:11]=[CH:10][CH:9]=1)[C:4]([C:3]1[CH:2]=[CH:19][CH:18]=[C:17]([NH2:20])[CH:16]=1)=[O:5] |f:1.2.3|. Procedure details: In an autoclave there are added 32.5 g (0.1 moles) of 2-chloro-4'-fluoro-5,3'-dinitro benzophenone, 15.9 g (0.15 moles) of sodium carbonate, 2 g of 5% palladium/alumina catalyst (from Nihon-Engelhardt Co.) and 100 ml of ethanol. With the mixture being stirred at 30°-35° C., there is introduced hydrogen into the autoclave, at a constant pressure of 10 Kg/cm2. G, to carry out the reaction for ten hours. After the completion of the reaction, the reaction mixture is heated up to filter out the catal... Reactants: C1=C2N(C=N1)CCC2=O (5,6-dihydro-7H-pyrrolo[1,2-c]imidazol-7-one), CCCCCC.C(CCC)[Li] (n-butyl lithium hexane), COC1=CC2=C(SC=C2)C=C1 (5-methoxybenzo[b]thiophene). Run in C1CCOC1 (THF), C1CCOC1 (THF), [Cl-].[Na+].O (brine). Reaction conditions: time 1 hour. Product: COC1=CC2=C(SC(=C2)C2(CCN3C=NC=C32)O)C=C1 (7-(5-methoxybenzo[b]thiophen-2-yl)-6,7-dihydro-5H-pyrrolo[1,2-c]imidazol-7-ol). Yield: 56.9%. As a reaction SMILES: [CH3:1][O:2][C:3]1[CH:11]=[CH:10][C:6]2[S:7][CH:8]=[CH:9][C:5]=2[CH:4]=1.CCCCCC.C([Li])CCC.[CH:23]1[N:27]=[CH:26][N:25]2[CH2:28][CH2:29][C:30](=[O:31])[C:24]=12>C1COCC1.[Cl-].[Na+].O>[CH3:1][O:2][C:3]1[CH:11]=[CH:10][C:6]2[S:7][C:8]([C:30]3([OH:31])[C:24]4[N:25]([CH:26]=[N:27][CH:23]=4)[CH2:28][CH2:29]3)=[CH:9][C:5]=2[CH:4]=1 |f:1.2,5.6.7|. Procedure details: A solution of 5-methoxybenzo[b]thiophene (0.33 g) in THF (8 ml) was cooled to −78° C., and an n-butyl lithium hexane solution (1.6 M; 1.4 ml) was added dropwise to this solution. The mixture was stirred for 1 h at the same temperature, and a solution of 5,6-dihydro-7H-pyrrolo[1,2-c]imidazol-7-one (0.18 g) in THF (3 ml) was added to this solution. The reaction mixture was stirred for 1 h at the same temperature, and saturated brine was added. The mixture was warmed to room temperature and the org... Product: Cc1ccc(S(=O)(=O)N2CCCC2c2ccc(F)c(F)c2)cc1. Starting materials: Fc1ccc(C2CCCN2)cc1F, Cc1ccc(S(=O)(=O)Cl)cc1. As a reaction SMILES: [F:1][c:2]1[cH:3][c:4]([CH:9]2[NH:10][CH2:11][CH2:12][CH2:13]2)[cH:5][cH:6][c:7]1[F:8].[c:14]1([CH3:24])[cH:15][cH:16][c:17]([S:20](=[O:21])(=[O:22])[Cl:23])[cH:18][cH:19]1>>[F:1][c:2]1[cH:3][c:4]([CH:9]2[N:10]([S:20]([c:17]3[cH:16][cH:15][c:14]([CH3:24])[cH:19][cH:18]3)(=[O:21])=[O:22])[CH2:11][CH2:12][CH2:13]2)[cH:5][cH:6][c:7]1[F:8]. The reactants are ice water, C1(CCCCC1)NC(C(C)(C)SC1=CC=C(C=C1)O)=O (N-Cyclohexyl-2-[(4-hydroxyphenyl)thio]-2-methylpropanamide), ICC (iodoethane), [H-].[Na+] (NaH), O (water). The solvent is CCOC(=O)C (EtOAc), CN(C)C=O (DMF). Conditions: time 10 minute. The product is C1(CCCCC1)NC(C(C)(C)SC1=CC=C(C=C1)OCC)=O (N-Cyclohexyl-2-[(4-ethoxyphenyl)thio]-2-methylpropanamide). As a reaction SMILES: [CH:1]1([NH:7][C:8](=[O:20])[C:9]([S:12][C:13]2[CH:18]=[CH:17][C:16]([OH:19])=[CH:15][CH:14]=2)([CH3:11])[CH3:10])[CH2:6][CH2:5][CH2:4][CH2:3][CH2:2]1.I[CH2:22][CH3:23].[H-].[Na+].O>CN(C=O)C.CCOC(C)=O>[CH:1]1([NH:7][C:8](=[O:20])[C:9]([S:12][C:13]2[CH:14]=[CH:15][C:16]([O:19][CH2:22][CH3:23])=[CH:17][CH:18]=2)([CH3:11])[CH3:10])[CH2:2][CH2:3][CH2:4][CH2:5][CH2:6]1 |f:2.3|. Procedure: N-Cyclohexyl-2-[(4-hydroxyphenyl)thio]-2-methylpropanamide (prepared as example 67) was dissolved in DMF and to the solution was added iodoethane. The solution was cooled in an ice-water bath and treated with NaH (60% in mineral oil). After stirring in the ice-water bath for half an hour and at rt for 2 h, water was added followed by EtOAc. After stirring for 10 min., the layers were separated and the organic layer was washed with brine, dried over MgSO4, filtered and concentrated. The residue w... The reactants are [N+](=O)([O-])C=1C=C(C=CC1[N+](=O)[O-])C#C (3,4-dinitroethynyl benzene). The reagents and catalysts are [Zn] (zinc). Solvent: [OH-].[NH4+] (ammonium hydroxide), O1CCCC1 (tetrahydrofuran). Yields the product C(#C)C1=CC(=C(C=C1)N)N (4-ethynyl-o-phenylenediamine). Yield: 60.1%. As a reaction SMILES: [N+:1]([C:4]1[CH:5]=[C:6]([C:13]#[CH:14])[CH:7]=[CH:8][C:9]=1[N+:10]([O-])=O)([O-])=O>[OH-].[NH4+].O1CCCC1.[Zn]>[C:13]([C:6]1[CH:7]=[CH:8][C:9]([NH2:10])=[C:4]([NH2:1])[CH:5]=1)#[CH:14] |f:1.2|. Reported procedure: To a rapidly stirred suspension of 4.1 g of powdered zinc in 10 ml of concentrated ammonium hydroxide was added a solution containing 1.2 g (6.3 mmoles) of 3,4-dinitroethynyl benzene dissolved in 10 ml of tetrahydrofuran. The mixture was stirred at room temperature for one-half hour at which time it was filtered by suction and the residue was washed with ether. The filtrate was extracted with ether, and the combined extracts evaporated to dryness. The residual oil was chromatographed on a 1/2 × ... Reactants: CC1=CC=C(C(C=O)=C1)O (5-methyl salicylaldehyde), BrN1C(CCC1=O)=O (N-bromosuccinimide). The product is BrC=1C(=C(C=O)C=C(C1)C)O (3-bromo-2-hydroxy-5-methylbenzaldehyde). Yield: 76.1%. RXN SMILES: [CH3:1][C:2]1[CH:9]=[C:6]([CH:7]=[O:8])[C:5]([OH:10])=[CH:4][CH:3]=1.[Br:11]N1C(=O)CCC1=O>>[Br:11][C:4]1[C:5]([OH:10])=[C:6]([CH:9]=[C:2]([CH3:1])[CH:3]=1)[CH:7]=[O:8]. Procedure details: Proceeding as in Reference 9, but substituting 5-methyl salicylaldehyde (3 g, 22 mmol) and N-bromosuccinimide (4.7 g, 26.4 mmol), gave 3-bromo-2-hydroxy-5-methylbenzaldehyde (3.6 g). Starting materials: N[C@H]([C@H](O)C=1C=CC(=C(C1)NS(=O)(=O)C)O)C (N-(5-((1R,2S)-2-Amino-1-hydroxypropyl)-2-hydroxyphenyl)methanesulfonamide), COC=1C=C(C=O)C=C(C1OC)OC (3,4,5-trimethoxybenzaldehyde), O (water). Run in CO (methanol). Conditions: time 1.5 hour. The product is OC1=C(C=C(C=C1)[C@H]([C@H](C)NCC1=CC(=C(C(=C1)OC)OC)OC)O)NS(=O)(=O)C (N-(2-Hydroxy-5-((1R,2S)-1-hydroxy-2-(3,4,5-trimethoxybenzylamino)propyl)phenyl)methane-sulfonamide). Yield: 35.4%. RXN SMILES: [NH2:1][C@@H:2]([CH3:17])[C@@H:3]([C:5]1[CH:6]=[CH:7][C:8]([OH:16])=[C:9]([NH:11][S:12]([CH3:15])(=[O:14])=[O:13])[CH:10]=1)[OH:4].[CH3:18][O:19][C:20]1[CH:21]=[C:22]([CH:25]=[C:26]([O:30][CH3:31])[C:27]=1[O:28][CH3:29])[CH:23]=O.O>CO>[OH:16][C:8]1[CH:7]=[CH:6][C:5]([C@@H:3]([OH:4])[C@@H:2]([NH:1][CH2:23][C:22]2[CH:25]=[C:26]([O:30][CH3:31])[C:27]([O:28][CH3:29])=[C:20]([O:19][CH3:18])[CH:21]=2)[CH3:17])=[CH:10][C:9]=1[NH:11][S:12]([CH3:15])(=[O:14])=[O:13]. Reported procedure: To a solution of the amine (4) (111 mg, 0.43 mmol) and 3,4,5-trimethoxybenzaldehyde (111 mg, 0.55 mmol) in methanol (4 mL) was added borane-pyridine complex (135 μL, 1.28 mmol) at 40° C. and the resulting mixture was stirred for 1.5 hours. The reaction mixture was cooled to room temperature and water was added thereto, followed by extraction with a mixed solvent (ethyl acetate:methanol=10:1) and subsequent washing of the organic layer with saturated brine. The organic layer was dried and concent... Starting materials: C(=O)([O-])[O-].[Na+].[Na+] (Na2CO3), C(C(=O)Cl)(=O)Cl (oxalyl chloride), C(C1=CC=CC=C1)ON (O-benzylhydroxylamine), IC=1C=C(OCCCC(=O)O)C=CC1 (4-(3-iodophenoxy)butanoic acid). The reagents and catalysts are CN(C)C=O (DMF). The solvent is ClCCl (dichloromethane), ClCCl (dichloromethane), ClCCl (dichloromethane). Run at time 30 minute. Yields the product C(C1=CC=CC=C1)ONC(CCCOC1=CC(=CC=C1)I)=O (O-benzyl-4-(3-iodophenoxy)butanohydroxamic acid). As a reaction SMILES: [I:1][C:2]1[CH:3]=[C:4]([CH:12]=[CH:13][CH:14]=1)[O:5][CH2:6][CH2:7][CH2:8][C:9]([OH:11])=O.C(Cl)(=O)C(Cl)=O.[CH2:21]([O:28][NH2:29])[C:22]1[CH:27]=[CH:26][CH:25]=[CH:24][CH:23]=1.C([O-])([O-])=O.[Na+].[Na+]>ClCCl.CN(C=O)C>[CH2:21]([O:28][NH:29][C:9](=[O:11])[CH2:8][CH2:7][CH2:6][O:5][C:4]1[CH:12]=[CH:13][CH:14]=[C:2]([I:1])[CH:3]=1)[C:22]1[CH:27]=[CH:26][CH:25]=[CH:24][CH:23]=1 |f:3.4.5|. Reported procedure: To a solution in dichloromethane (20 mL) containing a few drops of DMF of 4-(3-iodophenoxy)butanoic acid (2.26 g, 7.38 mmol) was added oxalyl chloride (0.60 mL, 6.9 mmol) slowly via syringe. The reaction mixture was stirred for 30 minutes at ambient temperature, and then was decanted into a dichloromethane solution of O-benzylhydroxylamine (3.5 g, 22 mmol; prepared by shaking O-benzylhydroxylamine in a mixture of dichloromethane and saturated aqueous Na2CO3, separating the layers, and drying the... Starting materials: CCC1C(=O)N(C)c2cnc(Cl)nc2N1C1CCCC1, Fc1ccc(-c2ncc[nH]2)nc1. Product: CCC1C(=O)N(C)c2cnc(-n3ccnc3-c3ccc(F)cn3)nc2N1C1CCCC1. RXN SMILES: [Cl:1][c:2]1[n:3][c:4]2[c:9]([cH:10][n:11]1)[N:8]([CH3:12])[C:7](=[O:13])[CH:6]([CH2:14][CH3:15])[N:5]2[CH:16]1[CH2:17][CH2:18][CH2:19][CH2:20]1.[F:21][c:22]1[cH:23][cH:24][c:25](-[c:28]2[nH:29][cH:30][cH:31][n:32]2)[n:26][cH:27]1>>[c:2]1(-[n:29]2[c:28](-[c:25]3[cH:24][cH:23][c:22]([F:21])[cH:27][n:26]3)[n:32][cH:31][cH:30]2)[n:3][c:4]2[c:9]([cH:10][n:11]1)[N:8]([CH3:12])[C:7](=[O:13])[CH:6]([CH2:14][CH3:15])[N:5]2[CH:16]1[CH2:17][CH2:18][CH2:19][CH2:20]1. Reagents/catalysts: CN(C)C=1C=CN=CC1 (DMAP). As a reaction SMILES: [C:1]([C:3]1([CH2:22][CH2:23][CH2:24][CH2:25][CH2:26][CH2:27][CH2:28][CH3:29])[CH2:8][CH2:7][CH:6]([C:9]2[CH:14]=[CH:13][C:12]([C:15]3[CH:20]=[CH:19][C:18]([OH:21])=[CH:17][CH:16]=3)=[CH:11][CH:10]=2)[CH2:5][CH2:4]1)#[N:2].CC([O-])(C)C.[K+].[Cl:36][CH:37]([CH:41]([CH3:43])[CH3:42])[C:38](O)=[O:39].C1CCC(N=C=NC2CCCCC2)CC1>CN1C(=O)CCC1.CN(C1C=CN=CC=1)C.C(Cl)Cl.CCOCC>[Cl:36][CH:37]([CH:41]([CH3:43])[CH3:42])[C:38]([O:21][C:18]1[CH:19]=[CH:20][C:15]([C:12]2[CH:13]=[CH:14][C:9]([CH:6]3[CH2:7][CH2:8][C:3]([C:1]#[N:2])([CH2:22][CH2:23][CH2:24][CH2:25][CH2:26][CH2:27][CH2:28][CH3:29])[CH2:4][CH2:5]3)=[CH:10][CH:11]=2)=[CH:16][CH:17]=1)=[O:39] |f:1.2|. Yields the product ClC(C(=O)OC1=CC=C(C=C1)C1=CC=C(C=C1)C1CCC(CC1)(CCCCCCCC)C#N)C(C)C (4'-(4-cyano-4-octylcyclohexyl)-biphenyl-4-yl 2-chloro-3-methylbutyrate). Procedure: A mixture of 5.3 g of p-[p-(4-cyano-4-octylcyclohexyl)phenyl]phenol (obtainable by alkaline ether splitting from r-1-cyano-cis-4-(4'-propyloxybiphenyl-4-yl)-1-octylcyclohexane with potassium tert-butylate in NMP at 180°), 1.9 g of optically active 2-chloro-3-methylbutyric acid and 170 g of DMAP are suspended in 40 ml of CH2Cl2. 3.1 g of DCC in 5 ml of CH2Cl2 are then added dropwise at 0° and stirring is carried out for 12 hours at room temperature. After separating off the dicyclohexylurea and t... Run at time 12 hour. Starting materials: C(#N)C1(CCC(CC1)C1=CC=C(C=C1)C1=CC=C(C=C1)O)CCCCCCCC (p-[p-(4-cyano-4-octylcyclohexyl)phenyl]phenol), r-1-cyano-cis-4-(4'-propyloxybiphenyl-4-yl)-1-octylcyclohexane, CC(C)(C)[O-].[K+] (potassium tert-butylate), ClC(C(=O)O)C(C)C (2-chloro-3-methylbutyric acid), C1CCC(CC1)N=C=NC2CCCCC2 (DCC). The solvent is CN1CCCC1=O (NMP), CCOCC (ether), C(Cl)Cl (CH2Cl2), C(Cl)Cl (CH2Cl2).